This data is from the Open Reaction Database (ORD), a public repository of structured organic reaction records. The task is: describe an organic reaction: reactants, conditions, products, and yield Reactants: FC=1C=C(CCC(=O)O)C=CC1N (3-fluoro-4-aminohydrocinnamic acid), B(F)(F)F.CCOCC (boron trifluoride etherate), C([O-])([O-])=O.[Na+].[Na+] (sodium carbonate). The solvent is C(C)O (ethanol). Product: FC=1C=C(CCC(=O)OCC)C=CC1N (ethyl 3-fluoro-4-aminohydrocinnamate). RXN SMILES: [F:1][C:2]1[CH:3]=[C:4]([CH:10]=[CH:11][C:12]=1[NH2:13])[CH2:5][CH2:6][C:7]([OH:9])=[O:8].B(F)(F)F.[CH3:18][CH2:19]OCC.C(=O)([O-])[O-].[Na+].[Na+]>C(O)C>[F:1][C:2]1[CH:3]=[C:4]([CH:10]=[CH:11][C:12]=1[NH2:13])[CH2:5][CH2:6][C:7]([O:9][CH2:18][CH3:19])=[O:8] |f:1.2,3.4.5|. Procedure: A solution of 3-fluoro-4-aminohydrocinnamic acid in 100 ml. of absolute ethanol containing 16 ml. of boron trifluoride etherate is heated to reflux for 48 hours. The solution is then cooled, poured into 5% aqueous sodium carbonate and extracted with methylene chloride. Evaporation of the organic extracts yields ethyl 3-fluoro-4-aminohydrocinnamate. CL 176. 3-Fluoro-4-(hexadecylamino)hydrocinnamic acid Starting materials: S(=S)(=O)([O-])[O-].[Na+].[Na+] (sodium thiosulfate), FC1=C(C=CC(=C1C(C1=CNC2=NC=C(C=C21)B2OC(C(O2)(C)C)(C)C)O)F)NS(=O)(=O)CCC (propane-1-sulfonic acid (2,4-difluoro-3-{hydroxy-[5-(4,4,5,5-tetramethyl-[1,3,2]dioxaborolan-2-yl)-1H-pyrrolo[2,3-b]pyridin-3-yl]-methyl}-phenyl)-amide), O1CCCC1 (tetrahydrofuran), CC(=O)OI1(C=2C=CC=CC2C(=O)O1)(OC(=O)C)OC(=O)C (Dess-Martin periodinane). Run in ClCCl (dichloromethane). Reaction conditions: time 20 minute. Yields the product FC1=C(C=CC(=C1C(=O)C1=CNC2=NC=C(C=C21)B2OC(C(O2)(C)C)(C)C)F)NS(=O)(=O)CCC (propane-1-sulfonic acid (2,4-difluoro-3-[5-(4,4,5,5-tetramethyl-[1,3,2]dioxaborolan-2-yl)-1H-pyrrolo[2,3-b]pyridine-3-carbonyl]-phenyl)-amide). Reaction SMILES: [F:1][C:2]1[C:7]([CH:8]([OH:27])[C:9]2[C:17]3[C:12](=[N:13][CH:14]=[C:15]([B:18]4[O:22][C:21]([CH3:24])([CH3:23])[C:20]([CH3:26])([CH3:25])[O:19]4)[CH:16]=3)[NH:11][CH:10]=2)=[C:6]([F:28])[CH:5]=[CH:4][C:3]=1[NH:29][S:30]([CH2:33][CH2:34][CH3:35])(=[O:32])=[O:31].O1CCCC1.CC(OI1(OC(C)=O)(OC(C)=O)OC(=O)C2C=CC=CC1=2)=O.S([O-])([O-])(=O)=S.[Na+].[Na+]>ClCCl>[F:1][C:2]1[C:7]([C:8]([C:9]2[C:17]3[C:12](=[N:13][CH:14]=[C:15]([B:18]4[O:19][C:20]([CH3:25])([CH3:26])[C:21]([CH3:23])([CH3:24])[O:22]4)[CH:16]=3)[NH:11][CH:10]=2)=[O:27])=[C:6]([F:28])[CH:5]=[CH:4][C:3]=1[NH:29][S:30]([CH2:33][CH2:34][CH3:35])(=[O:31])=[O:32] |f:3.4.5|. Procedure details: In a reaction flask, propane-1-sulfonic acid (2,4-difluoro-3-{hydroxy-[5-(4,4,5,5-tetramethyl-[1,3,2]dioxaborolan-2-yl)-1H-pyrrolo[2,3-b]pyridin-3-yl]-methyl}-phenyl)-amide (29, 0.155 g, 0.306 mmol) is combined with 10 mL of tetrahydrofuran and 3 mL of dichloromethane. Dess-Martin periodinane (0.648 g, 1.53 mmol) is added and the reaction is stirred at room temperature for 20 minutes. The reaction is mixed with 1N sodium thiosulfate, extracted with ethyl acetate and the organic layer dried and p... Starting materials: CC(C)C[Al+]CC(C)C, [Cl-], N#Cc1ncn2c(-c3cccc(C(F)(F)F)c3)ccnc12, [H-], [NH4+], C1CCOC1, O=S(=O)(O)O. Yields the product O=Cc1ncn2c(-c3cccc(C(F)(F)F)c3)ccnc12. RXN SMILES: [CH2:23]([Al+:24][CH2:25][CH:26]([CH3:27])[CH3:28])[CH:29]([CH3:30])[CH3:31].[Cl-:32].[F:1][C:2]([c:3]1[cH:4][c:5](-[c:9]2[cH:10][cH:11][n:12][c:13]3[n:14]2[cH:15][n:16][c:17]3[C:18]#[N:19])[cH:6][cH:7][cH:8]1)([F:20])[F:21].[H-:22].[NH4+:33].[O:39]1[CH2:40][CH2:41][CH2:42][CH2:43]1.[S:34]([OH:35])(=[O:36])(=[O:37])[OH:38]>>[F:1][C:2]([c:3]1[cH:4][c:5](-[c:9]2[cH:10][cH:11][n:12][c:13]3[n:14]2[cH:15][n:16][c:17]3[CH:18]=[O:35])[cH:6][cH:7][cH:8]1)([F:20])[F:21]. The reactants are COC1CC(C(=O)O)N(C(=O)CCSC(C)=O)C1, N. The product is COC1CC(C(=O)O)N(C(=O)CCS)C1. RXN SMILES: [C:1](=[O:2])([CH3:3])[S:4][CH2:5][CH2:6][C:7](=[O:8])[N:9]1[CH:10]([C:11](=[O:12])[OH:13])[CH2:14][CH:15]([O:17][CH3:18])[CH2:16]1.[NH3:19]>>[SH:4][CH2:5][CH2:6][C:7](=[O:8])[N:9]1[CH:10]([C:11](=[O:12])[OH:13])[CH2:14][CH:15]([O:17][CH3:18])[CH2:16]1. Conditions: time 30 minute. Procedure details: 5-Methoxy-3,3-dimethyl-2-oxo-2,3-dihydro-pyrrolo[2,3-c]pyridine-1-carboxylic acid tert-butyl ester was heated with 3-bromo-2-methylpropene (4 eq.) at 100° C. for 4 h in a reactivial and then allowed to cool. Saturated HCl in EtOAc ˜10 vol) was added and the reaction was stirred for 30 minutes at room temperature. The reaction was then concentrated in vacuo to give the title compound, used without further purification. MS: [M+H]+=333. The product is C(C)(C)(C)OC(=O)N1C(C(C=2C1=CN(C(C2)=O)CC(=C)C)(C)C)=O (3,3-Dimethyl-6-(2-methyl-allyl)-2,5-dioxo-2,3,5,6-tetrahydro-pyrrolo[2,3-c]pyridine-1-carboxylic acid tert-butyl ester). Solvent: CCOC(=O)C (EtOAc). RXN SMILES: [C:1]([O:5][C:6]([N:8]1[C:12]2=[CH:13][N:14]=[C:15]([O:17]C)[CH:16]=[C:11]2[C:10]([CH3:20])([CH3:19])[C:9]1=[O:21])=[O:7])([CH3:4])([CH3:3])[CH3:2].Br[CH2:23][C:24]([CH3:26])=[CH2:25].Cl>CCOC(C)=O>[C:1]([O:5][C:6]([N:8]1[C:12]2=[CH:13][N:14]([CH2:25][C:24]([CH3:26])=[CH2:23])[C:15](=[O:17])[CH:16]=[C:11]2[C:10]([CH3:20])([CH3:19])[C:9]1=[O:21])=[O:7])([CH3:3])([CH3:2])[CH3:4]. Reactants: C(C)(C)(C)OC(=O)N1C(C(C=2C1=CN=C(C2)OC)(C)C)=O (5-Methoxy-3,3-dimethyl-2-oxo-2,3-dihydro-pyrrolo[2,3-c]pyridine-1-carboxylic acid tert-butyl ester), BrCC(=C)C (3-bromo-2-methylpropene), Cl (HCl). Starting materials: O (Water), NC1=NOC=C1 (3-aminoisoxazole), N1=CC=CC=C1 (pyridine), ClC(=O)OCC(Cl)(Cl)Cl (2,2,2-trichloroethyl chloroformate). The solvent is O1CCCC1 (tetrahydrofuran). Yields the product O1N=C(C=C1)NC(OCC(Cl)(Cl)Cl)=O (2,2,2-Trichloroethyl isoxazol-3-ylcarbamate). Yield: 94.2%. As a reaction SMILES: [NH2:1][C:2]1[CH:6]=[CH:5][O:4][N:3]=1.N1C=CC=CC=1.Cl[C:14]([O:16][CH2:17][C:18]([Cl:21])([Cl:20])[Cl:19])=[O:15].O>O1CCCC1>[O:4]1[CH:5]=[CH:6][C:2]([NH:1][C:14](=[O:15])[O:16][CH2:17][C:18]([Cl:21])([Cl:20])[Cl:19])=[N:3]1. Procedure: To a solution of 3-aminoisoxazole (0.878 ml, 11.9 mmol) and pyridine (1.13 ml, 14.3 mmol) in tetrahydrofuran (30 ml) was added, under ice-cooling, 2,2,2-trichloroethyl chloroformate (1.97 ml, 14.3 mmol), and the mixture was stirred at room temperature for 1 hour and half. Water was poured to the reaction mixture, and the resulting solution was extracted with ethyl acetate. The extract was washed with water and dried over anhydrous magnesium sulfate, and the solvent was distilled off under reduce... The reactants are FC(CCNC(C1=C(C=C(C(=C1)[N+](=O)[O-])NC)N1CCC(CC1)C(F)(F)F)=O)(F)F (N-(3,3,3-trifluoro-propyl)-2-[4-trifluoromethyl-piperidinyl]-4-methylamino-5-nitro-benzoic acid amide), C1CCOC1 (THF). The reagents and catalysts are [Pd] (Pd/C). Run in CO (MeOH). Conditions: time 2 hour. Product: FC(CCNC(C1=C(C=C(C(=C1)N)NC)N1CCC(CC1)C(F)(F)F)=O)(F)F (N-(3,3,3-Trifluoro-propyl)-2-[4-trifluoromethyl-piperidinyl]-4-methylamino-5-amino-benzoic acid amide). Reaction SMILES: [F:1][C:2]([F:30])([F:29])[CH2:3][CH2:4][NH:5][C:6](=[O:28])[C:7]1[CH:12]=[C:11]([N+:13]([O-])=O)[C:10]([NH:16][CH3:17])=[CH:9][C:8]=1[N:18]1[CH2:23][CH2:22][CH:21]([C:24]([F:27])([F:26])[F:25])[CH2:20][CH2:19]1.C1COCC1>[Pd].CO>[F:30][C:2]([F:1])([F:29])[CH2:3][CH2:4][NH:5][C:6](=[O:28])[C:7]1[CH:12]=[C:11]([NH2:13])[C:10]([NH:16][CH3:17])=[CH:9][C:8]=1[N:18]1[CH2:19][CH2:20][CH:21]([C:24]([F:27])([F:26])[F:25])[CH2:22][CH2:23]1. Procedure: A mixture of N-(3,3,3-trifluoro-propyl)-2-[4-trifluoromethyl-piperidinyl]-4-methylamino-5-nitro-benzoic acid amide (2.5 g, 5.7 mmol), Pd/C (200 mg), THF (10 mL) and MeOH (100 mL) is stirred for 2 h under 3 bar H2-atmosphere. The mixture is filtered, and the filtrate is concentrated. Yield: 2.3 g. HPLC Rt=1.25 min (method A). MS m/z: 413 [M+H]+. The reactants are ClC=1C=C(C=CC1Cl)C1=NC=2N(C(=C1)C(F)(F)F)N=CC2C(=O)O (5-(3,4-dichloro-phenyl)-7-trifluoromethyl-pyrazolo[1,5-a]pyrimidine-3-carboxylic acid), NC1=NC=C(C=N1)C(=N)NO (2-amino-N-hydroxy-pyrimidine-5-carboxamidine). Product: ClC=1C=C(C=CC1Cl)C1=NC=2N(C(=C1)C(F)(F)F)N=CC2C2=NC(=NO2)C=2C=NC(=NC2)N (5-{5-[5-(3,4-Dichloro-phenyl)-7-trifluoromethyl-pyrazolo[1,5-a]pyrimidin-3-yl]-[1,2,4]oxadiazol-3-yl}-pyrimidin-2-ylamine). As a reaction SMILES: [Cl:1][C:2]1[CH:3]=[C:4]([C:9]2[CH:14]=[C:13]([C:15]([F:18])([F:17])[F:16])[N:12]3[N:19]=[CH:20][C:21]([C:22]([OH:24])=O)=[C:11]3[N:10]=2)[CH:5]=[CH:6][C:7]=1[Cl:8].[NH2:25][C:26]1[N:31]=[CH:30][C:29]([C:32]([NH:34]O)=[NH:33])=[CH:28][N:27]=1>>[Cl:1][C:2]1[CH:3]=[C:4]([C:9]2[CH:14]=[C:13]([C:15]([F:17])([F:18])[F:16])[N:12]3[N:19]=[CH:20][C:21]([C:22]4[O:24][N:34]=[C:32]([C:29]5[CH:28]=[N:27][C:26]([NH2:25])=[N:31][CH:30]=5)[N:33]=4)=[C:11]3[N:10]=2)[CH:5]=[CH:6][C:7]=1[Cl:8]. Reported procedure: The title compound was prepared from 5-(3,4-dichloro-phenyl)-7-trifluoromethyl-pyrazolo[1,5-a]pyrimidine-3-carboxylic acid (example C.9) (188 mg, 0.5 mmol) and 2-amino-N-hydroxy-pyrimidine-5-carboxamidine (example B.5) (115 mg, 0.75 mmol) according to general procedure II. Obtained after flash chromatography on silica gel (ethyl acetate/heptane) and further purification by crystallization (dichloromethane/hexane) as a yellow solid (180 mg, 73%). MS (EI) 492.0 [(M)+]; mp 300° C. The reactants are C(C)(=O)NCC1=CC=C(O1)C=1N=C(SC1)N=C(N)N (4-(5-acetylaminomethylfuran-2-yl)-2-(diaminomethyleneamino)thiazole), Cl (hydrochloric acid), C([O-])([O-])=O.[K+].[K+] (potassium carbonate). Product: NCC1=CC=C(O1)C=1N=C(SC1)N=C(N)N (4-(5-aminomethylfuran-2-yl)-2-(diaminomethyleneamino)thiazole). Yield: 99.7%. As a reaction SMILES: C([NH:4][CH2:5][C:6]1[O:10][C:9]([C:11]2[N:12]=[C:13]([N:16]=[C:17]([NH2:19])[NH2:18])[S:14][CH:15]=2)=[CH:8][CH:7]=1)(=O)C.Cl.C(=O)([O-])[O-].[K+].[K+]>>[NH2:4][CH2:5][C:6]1[O:10][C:9]([C:11]2[N:12]=[C:13]([N:16]=[C:17]([NH2:19])[NH2:18])[S:14][CH:15]=2)=[CH:8][CH:7]=1 |f:2.3.4|. Reported procedure: A solution of 4-(5-acetylaminomethylfuran-2-yl)-2-(diaminomethyleneamino)thiazole (4.76 g) in 1N-hydrochloric acid (51.1 ml) was refluxed for 8 hours with stirring. The solution was made basic to pH 10 with an aqueous potassium carbonate. The resulting precipitate was collected by filtration and washed with water to afford 4-(5-aminomethylfuran-2-yl)-2-(diaminomethyleneamino)thiazole (4.03 g). The reactants are CCO, NC(=O)N1CCCC(=O)c2ccc(Cl)cc2CCC1=O, Cl. The product is CCOC(=O)CCc1cc(Cl)ccc1C(=O)CCCNC(N)=O. As a reaction SMILES: [CH3:22][CH2:23][OH:24].[Cl:2][c:3]1[cH:4][c:5]2[c:6]([cH:20][cH:21]1)[C:7](=[O:19])[CH2:8][CH2:9][CH2:10][N:11]([C:16](=[O:17])[NH2:18])[C:12](=[O:15])[CH2:13][CH2:14]2.[ClH:1]>>[Cl:2][c:3]1[cH:4][c:5]([CH2:14][CH2:13][C:12](=[O:15])[O:24][CH2:23][CH3:22])[c:6]([C:7]([CH2:8][CH2:9][CH2:10][NH:11][C:16](=[O:17])[NH2:18])=[O:19])[cH:20][cH:21]1.